Task: describe an organic reaction: reactants, conditions, products, and yield. Dataset: the Open Reaction Database (ORD), a public repository of structured organic reaction records Reactants: CN(C)C=O, CNC1CNC1, CN1CCCC1=O, CCO, Cl, Cl, Nc1nc(-n2cc(C(=O)O)c(=O)c3cc(F)c(F)c(Cl)c32)c(Cl)cc1F. Yields the product CNC1CN(c2c(F)cc3c(=O)c(C(=O)O)cn(-c4nc(N)c(F)cc4Cl)c3c2Cl)C1. Reaction SMILES: [CH3:1][N:2]([CH3:3])[CH:4]=[O:5].[CH3:34][NH:35][CH:36]1[CH2:37][NH:38][CH2:39]1.[CH3:40][N:41]1[CH2:42][CH2:43][CH2:44][C:45]1=[O:46].[CH3:47][CH2:48][OH:49].[ClH:32].[ClH:33].[NH2:6][c:7]1[c:8]([F:31])[cH:9][c:10]([Cl:30])[c:11](-[n:13]2[cH:14][c:15]([C:27](=[O:28])[OH:29])[c:16](=[O:26])[c:17]3[cH:18][c:19]([F:25])[c:20]([F:24])[c:21]([Cl:23])[c:22]23)[n:12]1>>[NH2:6][c:7]1[c:8]([F:31])[cH:9][c:10]([Cl:30])[c:11](-[n:13]2[cH:14][c:15]([C:27](=[O:28])[OH:29])[c:16](=[O:26])[c:17]3[cH:18][c:19]([F:25])[c:20]([N:38]4[CH2:37][CH:36]([NH:35][CH3:34])[CH2:39]4)[c:21]([Cl:23])[c:22]23)[n:12]1. Starting materials: N1=CC(=CC=C1)C1=NNC(C1)C1=C(C=CC=C1)O (2-(3-pyridin-3-yl-4,5-dihydro-1H-pyrazol-5-yl)phenol), N1=C(C=CC=C1)C1=CC=C(S1)S(=O)(=O)Cl (5-pyridin-2-ylthiophene-2-sulfonyl chloride). Solvent: C([O-])(O)=O.[Na+] (sodium bicarbonate), N1=CC=CC=C1 (pyridine). Conditions: time 18 hour. Product: N1=CC(=CC=C1)C1=NN(C(C1)C1=C(C=CC=C1)O)S(=O)(=O)C=1SC(=CC1)C1=NC=CC=C1 (2-{3-pyridin-3-yl-1-[(5-pyridin-2-yl-2-thienyl)sulfonyl]-4,5-dihydro-1H-pyrazol-5-yl}phenol). The yield is 30.0%. Reaction SMILES: [N:1]1[CH:6]=[CH:5][CH:4]=[C:3]([C:7]2[CH2:11][CH:10]([C:12]3[CH:17]=[CH:16][CH:15]=[CH:14][C:13]=3[OH:18])[NH:9][N:8]=2)[CH:2]=1.[N:19]1[CH:24]=[CH:23][CH:22]=[CH:21][C:20]=1[C:25]1[S:29][C:28]([S:30](Cl)(=[O:32])=[O:31])=[CH:27][CH:26]=1>N1C=CC=CC=1.C(=O)(O)[O-].[Na+]>[N:1]1[CH:6]=[CH:5][CH:4]=[C:3]([C:7]2[CH2:11][CH:10]([C:12]3[CH:17]=[CH:16][CH:15]=[CH:14][C:13]=3[OH:18])[N:9]([S:30]([C:28]3[S:29][C:25]([C:20]4[CH:21]=[CH:22][CH:23]=[CH:24][N:19]=4)=[CH:26][CH:27]=3)(=[O:31])=[O:32])[N:8]=2)[CH:2]=1 |f:3.4|. Reported procedure: To 2-(3-pyridin-3-yl-4,5-dihydro-1H-pyrazol-5-yl)phenol (29.85 mg, 0.1149 mmol) placed in a sealed tube was added a solution of 5-pyridin-2-ylthiophene-2-sulfonyl chloride (29.85 mg, 0.1045 mmol) in pyridine (0.5 mL). The reaction mixture was shaken at rt for 18 h. The reaction mixture was diluted with a saturated solution of sodium bicarbonate (2.0 mL) and extracted with DCM. The organic solutions were combined, dried over MgSO4, filtered, and concentrated. The residue was purified by RP-HPLC t... Procedure details: (S)-tert-Butyl (3-(benzyloxy)-1-(5-methyl-4-oxo-3-phenyl-3,4-dihydropyrrolo[2,1-f][1,2,4]triazin-2-yl)propyl)carbamate (30 mg, 0.06 mmol) was treated with a solution of hydrochloric acid in dioxane (4M, 230 μl, 0.92 mmol) according to the method described in Preparation 1 to obtain 24 mg (91% yield) of the title compound. Purity 98%. Reactants: C(C1=CC=CC=C1)OCC[C@@H](C1=NN2C(C(N1C1=CC=CC=C1)=O)=C(C=C2)C)NC(OC(C)(C)C)=O ((S)-tert-Butyl (3-(benzyloxy)-1-(5-methyl-4-oxo-3-phenyl-3,4-dihydropyrrolo[2,1-f][1,2,4]triazin-2-yl)propyl)carbamate), Cl (hydrochloric acid), O1CCOCC1 (dioxane). The product is N[C@@H](CCOCC1=CC=CC=C1)C1=NN2C(C(N1C1=CC=CC=C1)=O)=C(C=C2)C ((S)-2-(1-Amino-3-(benzyloxy)propyl)-5-methyl-3-phenylpyrrolo[2,1-f][1,2,4]triazin-4(3H)-one). As a reaction SMILES: [CH2:1]([O:8][CH2:9][CH2:10][C@H:11]([NH:29]C(=O)OC(C)(C)C)[C:12]1[N:17]([C:18]2[CH:23]=[CH:22][CH:21]=[CH:20][CH:19]=2)[C:16](=[O:24])[C:15]2=[C:25]([CH3:28])[CH:26]=[CH:27][N:14]2[N:13]=1)[C:2]1[CH:7]=[CH:6][CH:5]=[CH:4][CH:3]=1.Cl.O1CCOCC1>>[NH2:29][C@H:11]([C:12]1[N:17]([C:18]2[CH:23]=[CH:22][CH:21]=[CH:20][CH:19]=2)[C:16](=[O:24])[C:15]2=[C:25]([CH3:28])[CH:26]=[CH:27][N:14]2[N:13]=1)[CH2:10][CH2:9][O:8][CH2:1][C:2]1[CH:3]=[CH:4][CH:5]=[CH:6][CH:7]=1. The yield is 103.0%. Starting materials: ClCCl, CCCCC(O)c1ccc(-c2ccc(C(F)(F)F)cc2)cc1, O=S(Cl)Cl. Yields the product CCCCC(Cl)c1ccc(-c2ccc(C(F)(F)F)cc2)cc1. RXN SMILES: [Cl:27][CH2:28][Cl:29].[F:1][C:2]([c:3]1[cH:4][cH:5][c:6](-[c:9]2[cH:10][cH:11][c:12]([CH:15]([CH2:16][CH2:17][CH2:18][CH3:19])[OH:20])[cH:13][cH:14]2)[cH:7][cH:8]1)([F:21])[F:22].[S:23]([Cl:24])([Cl:25])=[O:26]>>[F:1][C:2]([c:3]1[cH:4][cH:5][c:6](-[c:9]2[cH:10][cH:11][c:12]([CH:15]([CH2:16][CH2:17][CH2:18][CH3:19])[Cl:25])[cH:13][cH:14]2)[cH:7][cH:8]1)([F:21])[F:22]. The reactants are CC1=C(C=CC=C1)NC1=C(C=NC=2N1N=CC2C(=O)O)C(=O)N2CCC(CC2)C2=CC=CC=C2 (7-(2-Methylphenylamino)-6-(4-phenylpiperidine-1-carbonyl)pyrazolo[1,5-a]pyrimidine-3-carboxylic acid), FC(CS(=O)(=O)N)(F)F (2,2,2-trifluoroethanesulfonamide). Yields the product CC1=C(C=CC=C1)NC1=C(C=NC=2N1N=CC2C(=O)NS(=O)(=O)CC(F)(F)F)C(=O)N2CCC(CC2)C2=CC=CC=C2 (N-[7-(2-Methylphenylamino)-6-(4-phenylpiperidine-1-carbonyl)pyrazolo[1,5-a]pyrimidine-3-carbonyl]2,2,2-trifluoroethanesulfonamide). Yield: 43.2%. Reaction SMILES: [CH3:1][C:2]1[CH:7]=[CH:6][CH:5]=[CH:4][C:3]=1[NH:8][C:9]1[N:14]2[N:15]=[CH:16][C:17]([C:18](O)=[O:19])=[C:13]2[N:12]=[CH:11][C:10]=1[C:21]([N:23]1[CH2:28][CH2:27][CH:26]([C:29]2[CH:34]=[CH:33][CH:32]=[CH:31][CH:30]=2)[CH2:25][CH2:24]1)=[O:22].[F:35][C:36]([F:43])([F:42])[CH2:37][S:38]([NH2:41])(=[O:40])=[O:39]>>[CH3:1][C:2]1[CH:7]=[CH:6][CH:5]=[CH:4][C:3]=1[NH:8][C:9]1[N:14]2[N:15]=[CH:16][C:17]([C:18]([NH:41][S:38]([CH2:37][C:36]([F:43])([F:42])[F:35])(=[O:40])=[O:39])=[O:19])=[C:13]2[N:12]=[CH:11][C:10]=1[C:21]([N:23]1[CH2:24][CH2:25][CH:26]([C:29]2[CH:34]=[CH:33][CH:32]=[CH:31][CH:30]=2)[CH2:27][CH2:28]1)=[O:22]. Procedure: In the same manner as in Example 1, step 6 and using 7-(2-methylphenylamino)-6-(4-phenylpiperidine-1-carbonyl)pyrazolo[1,5-a]pyrimidine-3-carboxylic acid (0.12 g, 0.27 mmol) obtained in Example 39, step 2 and 2,2,2-trifluoroethanesulfonamide (WO1984/02650, 0.21 g, 1.33 mmol), the title compound (0.07 g, 43%) was obtained. Yields the product CSc1sc(C(=N)NC(=O)OC(C)(C)C)cc1S(=O)(=O)c1cccc(-c2c(C)cc(N)cc2NC(=O)[SH](C)CCC(=O)O)c1. Reactants: CSc1sc(C(=N)NC(=O)OC(C)(C)C)cc1S(=O)(=O)c1cccc(-c2c(C)cc(NC(=O)OCC[Si](C)(C)C)cc2NC(=O)[SH](C)CCC(=O)O)c1, CCCC[N+](CCCC)(CCCC)CCCC, C1CCOC1, [F-]. Reaction SMILES: [C:1]([CH3:2])([CH3:3])([CH3:4])[O:5][C:6](=[O:7])[NH:8][C:9]([c:10]1[cH:11][c:12]([S:17](=[O:18])(=[O:19])[c:20]2[cH:21][c:22](-[c:26]3[c:27]([NH:43][C:44](=[O:45])[SH:46]([CH2:47][CH2:48][C:49](=[O:50])[OH:51])[CH3:52])[cH:28][c:29]([NH:33][C:34]([O:35][CH2:36][CH2:37][Si:38]([CH3:39])([CH3:40])[CH3:41])=[O:42])[cH:30][c:31]3[CH3:32])[cH:23][cH:24][cH:25]2)[c:13]([S:15][CH3:16])[s:14]1)=[NH:53].[CH2:55]([N+:56]([CH2:57][CH2:58][CH2:59][CH3:60])([CH2:61][CH2:62][CH2:63][CH3:64])[CH2:65][CH2:66][CH2:67][CH3:68])[CH2:69][CH2:70][CH3:71].[CH2:72]1[O:73][CH2:74][CH2:75][CH2:76]1.[F-:54]>>[C:1]([CH3:2])([CH3:3])([CH3:4])[O:5][C:6](=[O:7])[NH:8][C:9]([c:10]1[cH:11][c:12]([S:17](=[O:18])(=[O:19])[c:20]2[cH:21][c:22](-[c:26]3[c:27]([NH:43][C:44](=[O:45])[SH:46]([CH2:47][CH2:48][C:49](=[O:50])[OH:51])[CH3:52])[cH:28][c:29]([NH2:33])[cH:30][c:31]3[CH3:32])[cH:23][cH:24][cH:25]2)[c:13]([S:15][CH3:16])[s:14]1)=[NH:53].